From a dataset of the Open Reaction Database (ORD), a public repository of structured organic reaction records. describe an organic reaction: reactants, conditions, products, and yield Starting materials: O=C1CCC(=O)N1Br, O=C(OOC(=O)c1ccccc1)c1ccccc1, ClC(Cl)(Cl)Cl, C1CCNCC1, Cc1cccc(Cl)n1. The product is Clc1cccc(CN2CCCCC2)n1. As a reaction SMILES: [Br:9][N:10]1[C:11](=[O:12])[CH2:13][CH2:14][C:15]1=[O:16].[C:17]([O:18][O:19][C:20](=[O:21])[c:22]1[cH:23][cH:24][cH:25][cH:26][cH:27]1)(=[O:28])[c:29]1[cH:30][cH:31][cH:32][cH:33][cH:34]1.[C:41]([Cl:42])([Cl:43])([Cl:44])[Cl:45].[CH2:35]1[CH2:36][CH2:37][NH:38][CH2:39][CH2:40]1.[Cl:1][c:2]1[n:3][c:4]([CH3:8])[cH:5][cH:6][cH:7]1>>[Cl:1][c:2]1[n:3][c:4]([CH2:8][N:38]2[CH2:37][CH2:36][CH2:35][CH2:40][CH2:39]2)[cH:5][cH:6][cH:7]1. Reactants: ClC=1C=C(C=CC1Cl)[C@@H](CCS(=O)(=O)C)NC(OC(C)(C)C)=O ((R)-tert-butyl 1-(3,4-dichlorophenyl)-3-(methylsulfonyl)propylcarbamate), Cl (HCl), O1CCOCC1 (dioxane). The solvent is C(Cl)Cl (DCM), CCOCC (ether). Reaction conditions: time 8 hour. The product is Cl.ClC=1C=C(C=CC1Cl)[C@@H](CCS(=O)(=O)C)N ((R)-1-(3,4-dichlorophenyl)-3-(methylsulfonyl)propan-1-amine hydrochloride). The yield is 151.1%. Reaction SMILES: [Cl:1][C:2]1[CH:3]=[C:4]([C@H:9]([NH:16]C(=O)OC(C)(C)C)[CH2:10][CH2:11][S:12]([CH3:15])(=[O:14])=[O:13])[CH:5]=[CH:6][C:7]=1[Cl:8].Cl.O1CCOCC1>C(Cl)Cl.CCOCC>[ClH:1].[Cl:1][C:2]1[CH:3]=[C:4]([C@H:9]([NH2:16])[CH2:10][CH2:11][S:12]([CH3:15])(=[O:14])=[O:13])[CH:5]=[CH:6][C:7]=1[Cl:8] |f:5.6|. Reported procedure: To a stirred solution of 374 (395 mg, 1.03 mmol) in DCM (5 mL) was added a 4M HCl in dioxane (1.03 mL, 4.13 mmol) and stirring was continued overnight. The mixture was diluted with ether, filtered, dried and concentrated to afford 248 mg (75%) of (R)-1-(3,4-dichlorophenyl)-3-(methylsulfonyl)propan-1-amine hydrochloride (376) as white solid. The reactants are [Cl-], CCOC(=O)CNCC(=O)OCC, O=C(O)c1cc(OCCCCCCCCCCCCOc2ccccc2)ccc1OCc1ccccc1. The product is CCOC(=O)CN(CC(=O)OCC)C(=O)c1cc(OCCCCCCCCCCCCOc2ccccc2)ccc1OCc1ccccc1. Reaction SMILES: [Cl-:1].[NH:39]([CH2:40][C:41](=[O:42])[O:43][CH2:44][CH3:45])[CH2:46][C:47](=[O:48])[O:49][CH2:50][CH3:51].[O:2]([c:3]1[cH:4][cH:5][cH:6][cH:7][cH:8]1)[CH2:9][CH2:10][CH2:11][CH2:12][CH2:13][CH2:14][CH2:15][CH2:16][CH2:17][CH2:18][CH2:19][CH2:20][O:21][c:22]1[cH:23][cH:24][c:25]([O:31][CH2:32][c:33]2[cH:34][cH:35][cH:36][cH:37][cH:38]2)[c:26]([C:27](=[O:28])[OH:29])[cH:30]1>>[O:2]([c:3]1[cH:4][cH:5][cH:6][cH:7][cH:8]1)[CH2:9][CH2:10][CH2:11][CH2:12][CH2:13][CH2:14][CH2:15][CH2:16][CH2:17][CH2:18][CH2:19][CH2:20][O:21][c:22]1[cH:23][cH:24][c:25]([O:31][CH2:32][c:33]2[cH:34][cH:35][cH:36][cH:37][cH:38]2)[c:26]([C:27](=[O:29])[N:39]([CH2:40][C:41](=[O:42])[O:43][CH2:44][CH3:45])[CH2:46][C:47](=[O:48])[O:49][CH2:50][CH3:51])[cH:30]1. The reactants are OC1=C2C=CN=CC2=CC=C1 (5-hydroxyisoquinoline), BrCCCC(C1=CC=CC=C1)C1=CC=CC=C1 (1-bromo-4,4-diphenylbutane), C(C)(=O)OCC (Ethyl acetate). Solvent: CN(C)C=O (DMF). Reaction conditions: temperature 80 celsius, time 16 hour. Yields the product [Br-].C1(=CC=CC=C1)C(CCC[N+]1=CC2=CC=CC(=C2C=C1)O)C1=CC=CC=C1 (2-(4,4-Diphenylbutyl)-5-hydroxyisoquinolinium bromide). Yield: 69.6%. As a reaction SMILES: [OH:1][C:2]1[CH:11]=[CH:10][CH:9]=[C:8]2[C:3]=1[CH:4]=[CH:5][N:6]=[CH:7]2.[Br:12][CH2:13][CH2:14][CH2:15][CH:16]([C:23]1[CH:28]=[CH:27][CH:26]=[CH:25][CH:24]=1)[C:17]1[CH:22]=[CH:21][CH:20]=[CH:19][CH:18]=1.C(OCC)(=O)C>CN(C=O)C>[Br-:12].[C:17]1([CH:16]([C:23]2[CH:24]=[CH:25][CH:26]=[CH:27][CH:28]=2)[CH2:15][CH2:14][CH2:13][N+:6]2[CH:5]=[CH:4][C:3]3[C:8](=[CH:9][CH:10]=[CH:11][C:2]=3[OH:1])[CH:7]=2)[CH:22]=[CH:21][CH:20]=[CH:19][CH:18]=1 |f:4.5|. Procedure details: A mixture of 5-hydroxyisoquinoline (2.17 g, 14.95 mmol) and 1-bromo-4,4-diphenylbutane (4.79 g, 16.56 mmol) in 75 mL of anhydrous DMF was stirred at 80° C. for 16 hours. The reaction mixture was cooled to room temperature. Ethyl acetate (200 mL) was added to precipitate product. The solid was collected by filtration and washed with ethyl acetate (1×70 mL). The solid was air-dried to give 4.52 g of product as an off-white solid. The reactants are ClC1=C(C(=O)O)C=C(C=N1)F (2-chloro-5-fluoro-nicotinic acid), FC(C=1C=C(C=CC1)O)(F)F (3-trifluoromethyl-phenol), ClC=1C=C(C=CC1F)O (3-chloro-4-fluoro-phenol). The product is ClC=1C=C(OC2=C(C(=O)O)C=C(C=N2)F)C=CC1F (2-(3-Chloro-4-fluoro-phenoxy)-5-fluoro-nicotinic acid). Reaction SMILES: Cl[C:2]1[N:10]=[CH:9][C:8]([F:11])=[CH:7][C:3]=1[C:4]([OH:6])=[O:5].FC(F)(F)C1C=C(O)C=CC=1.[Cl:23][C:24]1[CH:25]=[C:26]([OH:31])[CH:27]=[CH:28][C:29]=1[F:30]>>[Cl:23][C:24]1[CH:25]=[C:26]([CH:27]=[CH:28][C:29]=1[F:30])[O:31][C:2]1[N:10]=[CH:9][C:8]([F:11])=[CH:7][C:3]=1[C:4]([OH:6])=[O:5]. Procedure: 2-(3-Chloro-4-fluoro-phenoxy)-5-fluoro-nicotinic acid was prepared in analogy to Example 1, Step 1, replacing 2-chloro-nicotinic acid with 2-chloro-5-fluoro-nicotinic acid ([CAS RN 38186-88-8]) and 3-trifluoromethyl-phenol with 3-chloro-4-fluoro-phenol ([CAS RN 2613-23-2]). 1H NMR (400 MHz, DMSO): δ7.16-7.19 (m, 1H), 7.44-7.48 (m, 2H), 8.19 (dd, J=8.1 Hz, J=3.2 Hz, 1H), 8.35 (d, J=3.2 Hz, 1H), 13.60 (s, 1H). 19F NMR (376.5 MHz, DMSO): −121.6, −134.8. MS (ISN): 283.8 [M−H]−. The reactants are CC1C=NC(CC=CCCC=CC1)C1=CC=CC=C1 (3-methyl-12-phenyl-1-aza-1,5,9-cyclododecatriene), steel. Reagents/catalysts: [Rh].[O-2].[Al+3].[O-2].[O-2].[Al+3] (rhodium aluminium oxide). Run in C1CCCCC1 (cyclohexane). Yields the product CC1C=NC(CCCCCCCC1)C1=CC=CC=C1 (3-methyl-12-phenyl-1-aza-cyclododecene). Yield: 94.0%. RXN SMILES: [CH3:1][CH:2]1[CH2:13][CH:12]=[CH:11][CH2:10][CH2:9][CH:8]=[CH:7][CH2:6][CH:5]([C:14]2[CH:19]=[CH:18][CH:17]=[CH:16][CH:15]=2)[N:4]=[CH:3]1>C1CCCCC1.[Rh].[O-2].[Al+3].[O-2].[O-2].[Al+3]>[CH3:1][CH:2]1[CH2:13][CH2:12][CH2:11][CH2:10][CH2:9][CH2:8][CH2:7][CH2:6][CH:5]([C:14]2[CH:15]=[CH:16][CH:17]=[CH:18][CH:19]=2)[N:4]=[CH:3]1 |f:2.3.4.5.6.7|. Reported procedure: 253 g (1 mol) of 3-methyl-12-phenyl-1-aza-1,5,9-cyclododecatriene is dissolved in 2 liters of cyclohexane, and the solution is hydrogenated at 20°-25° C. under an initial pressure of 100 bars, in the presence of 40 g of rhodium/aluminium oxide, for 4 hours in a steel autoclave. After distilling off the solvent, there is obtained as the main fraction 242 g (0.94 mol) of 3-methyl-12-phenyl-1-aza-cyclododecene as a cis-trans isomeric mixture; b.p. 112° C./4 Pa. Starting materials: CC(C)(C)c1cc(Br)ccc1O, O=C([O-])[O-], CCOC(C)=O, CCOC(=O)C(F)(F)Cl, [K+], [K+], CN(C)C=O, O. Product: CC(C)(C)c1cc(Br)ccc1OC(F)F. Reaction SMILES: [Br:1][c:2]1[cH:3][c:4]([C:9]([CH3:10])([CH3:11])[CH3:12])[c:5]([OH:8])[cH:6][cH:7]1.[C:13](=[O:14])([O-:15])[O-:16].[CH3:33][CH2:34][O:35][C:36]([CH3:37])=[O:38].[Cl:19][C:20]([C:21]([O:22][CH2:23][CH3:24])=[O:25])([F:26])[F:27].[K+:17].[K+:18].[O:28]=[CH:29][N:30]([CH3:31])[CH3:32].[OH2:39]>>[Br:1][c:2]1[cH:3][c:4]([C:9]([CH3:10])([CH3:11])[CH3:12])[c:5]([O:8][CH:20]([F:26])[F:27])[cH:6][cH:7]1.